From a dataset of the Open Reaction Database (ORD), a public repository of structured organic reaction records. describe an organic reaction: reactants, conditions, products, and yield The product is C=CC(C)OC(=O)C(F)C(F)(F)F. Starting materials: C=CC(C)O, ClCCl, O=C(Cl)C(F)C(F)(F)F, O, c1ccncc1. RXN SMILES: [CH3:1][CH:2]([CH:3]=[CH2:4])[OH:5].[Cl:22][CH2:23][Cl:24].[F:12][CH:13]([C:14](=[O:15])[Cl:16])[C:17]([F:18])([F:19])[F:20].[OH2:21].[cH:6]1[cH:7][cH:8][n:9][cH:10][cH:11]1>>[CH3:1][CH:2]([CH:3]=[CH2:4])[O:5][C:14]([CH:13]([F:12])[C:17]([F:18])([F:19])[F:20])=[O:15]. Reactants: [Li+].[OH-] (LiOH), COC(C1=CC(=C(C=C1)NC(C1=C(C=CC(=C1)F)Cl)=O)OC)=O (4-(2-Chloro-5-fluoro-benzoylamino)-3-methoxy-benzoic acid methyl ester). Run in O (H2O), O1CCCC1 (tetrahydrofuran). Conditions: time 16 hour. Yields the product ClC1=C(C(=O)NC2=C(C=C(C(=O)O)C=C2)OC)C=C(C=C1)F (4-(2-Chloro-5-fluoro-benzoylamino)-3-methoxy-benzoic acid). RXN SMILES: [Li+].[OH-].C[O:4][C:5](=[O:25])[C:6]1[CH:11]=[CH:10][C:9]([NH:12][C:13](=[O:22])[C:14]2[CH:19]=[C:18]([F:20])[CH:17]=[CH:16][C:15]=2[Cl:21])=[C:8]([O:23][CH3:24])[CH:7]=1>O.O1CCCC1>[Cl:21][C:15]1[CH:16]=[CH:17][C:18]([F:20])=[CH:19][C:14]=1[C:13]([NH:12][C:9]1[CH:10]=[CH:11][C:6]([C:5]([OH:25])=[O:4])=[CH:7][C:8]=1[O:23][CH3:24])=[O:22] |f:0.1|. Procedure details: LiOH (14.1 g, 0.59 mol, 1.1 equiv.) dissolved in H2O (200 mL) was added drop-wise over 45 minutes to a solution of 34 (180 g, 0.53 mol, 1 equiv.) in tetrahydrofuran (1800 mL) at room temperature. The reaction mixture was stirred at room temperature for 16 h. The solvent was evaporated under reduced pressure and the residue re-dissolved in water (ca. 3 L). The insoluble solid was filtered off. Under vigorous stirring, the aqueous filtrate solution was acidified with concentrated HCl aqueous solut...